From a dataset of the Open Reaction Database (ORD), a public repository of structured organic reaction records. describe an organic reaction: reactants, conditions, products, and yield Reactants: CN1CCCC1=O, COC(=O)c1c(C)ccnc1Cl, Cl, N#C[Cu], O. Product: COC(=O)c1c(C)ccnc1C#N. RXN SMILES: [CH3:16][N:17]1[CH2:18][CH2:19][CH2:20][C:21]1=[O:22].[CH3:1][O:2][C:3]([c:4]1[c:5]([Cl:11])[n:6][cH:7][cH:8][c:9]1[CH3:10])=[O:12].[ClH:24].[Cu:13][C:14]#[N:15].[OH2:23]>>[CH3:1][O:2][C:3]([c:4]1[c:5]([C:14]#[N:15])[n:6][cH:7][cH:8][c:9]1[CH3:10])=[O:12].